Task: describe an organic reaction: reactants, conditions, products, and yield. Dataset: the Open Reaction Database (ORD), a public repository of structured organic reaction records Reaction conditions: time 1 hour. Procedure details: A solution of diisopropyl 4-nitrophenoxycarbonylphosphonate (i-Pr-NPPF) (9.27 g, 28 mmol) in dry CH2Cl2 (50 mL) was added dropwise to a solution of (S)-2-triphenylmethylamino-3-aminopropanol (9.3 g, 28 mmol) in dry CH2Cl2 (100 mL) at 0° C. The reaction mixture was stirred at room temperature for 1 h. Workup was done by washing the reaction mixture successively with 0.5 M NaOH and water. The organic layer was dried over anhydrous Na2SO4 and concentrated. The residue obtained was purified by colum... Reaction SMILES: [N+](C1C=CC([O:8][C:9]([P:11](=[O:20])([O:16][CH:17]([CH3:19])[CH3:18])[O:12][CH:13]([CH3:15])[CH3:14])=O)=CC=1)([O-])=O.[C:23]1([C:29]([NH:42][C@@H:43]([CH2:46][NH2:47])[CH2:44][OH:45])([C:36]2[CH:41]=[CH:40][CH:39]=[CH:38][CH:37]=2)[C:30]2[CH:35]=[CH:34][CH:33]=[CH:32][CH:31]=2)[CH:28]=[CH:27][CH:26]=[CH:25][CH:24]=1>C(Cl)Cl>[CH:13]([O:12][P:11]([C:9]([NH:47][CH2:46][C@H:43]([NH:42][C:29]([C:30]1[CH:35]=[CH:34][CH:33]=[CH:32][CH:31]=1)([C:36]1[CH:37]=[CH:38][CH:39]=[CH:40][CH:41]=1)[C:23]1[CH:24]=[CH:25][CH:26]=[CH:27][CH:28]=1)[CH2:44][OH:45])=[O:8])([O:16][CH:17]([CH3:19])[CH3:18])=[O:20])([CH3:15])[CH3:14]. Run in C(Cl)Cl (CH2Cl2), C(Cl)Cl (CH2Cl2). Product: C(C)(C)OP(=O)(OC(C)C)C(=O)NC[C@@H](CO)NC(C1=CC=CC=C1)(C1=CC=CC=C1)C1=CC=CC=C1 ((S)-3-diisopropylphosphonoformamido-2-(tritylamino)propanol). The reactants are [N+](=O)([O-])C1=CC=C(OC(=O)P(OC(C)C)(OC(C)C)=O)C=C1 (diisopropyl 4-nitrophenoxycarbonylphosphonate), C1(=CC=CC=C1)C(C1=CC=CC=C1)(C1=CC=CC=C1)N[C@H](CO)CN ((S)-2-triphenylmethylamino-3-aminopropanol). Reactants: CC(=O)NC1=CC=C(C=C1)OC (4-methoxyacetanilide), [H-].[Na+] (NaH), BrC(C(=O)OCC)C (Ethyl 2-bromopropionate). Solvent: C1(=CC=CC=C1)C (toluene). Yields the product C(C)(=O)N([C@@H](C)C(=O)O)C1=CC=C(C=C1)OC (N-acetyl-N-(4-methoxyphenyl)alanine). Yield: 70.0%. RXN SMILES: [CH3:1][C:2]([NH:4][C:5]1[CH:10]=[CH:9][C:8]([O:11][CH3:12])=[CH:7][CH:6]=1)=[O:3].[H-].[Na+].Br[CH:16]([CH3:22])[C:17]([O:19]CC)=[O:18]>C1(C)C=CC=CC=1>[C:2]([N:4]([C:5]1[CH:10]=[CH:9][C:8]([O:11][CH3:12])=[CH:7][CH:6]=1)[C@H:16]([C:17]([OH:19])=[O:18])[CH3:22])(=[O:3])[CH3:1] |f:1.2|. Procedure details: A mechanically stirred solution of dry 4-methoxyacetanilide (0.25 mol) in anhydrous toluene (500 mL) was treated with NaH (57% oil dispersion, 11.57 g, 0.28 mol) and heated under reflux for 2 h (hours). Ethyl 2-bromopropionate (37.5 mL, 0.29 mol) was added and the mixture was refluxed for 2 h. The cooled mixture was centrifuged to facilitate separation of the NaBr and filtered, and the toluene solution was evaporated to dryness in vacuo. The syrupy residue was dissolved in ethanol (300 mL), a so... Reactants: [H][H] (hydrogen), FC1=CC=C(C=C1)CN1C(=NC2=C1C=CC=C2)NC2CCN(CC2)CCC2=CC=C(C=C2)OCC2=CC=CC=C2 (1-(4-fluorophenylmethyl)-N-[1-{2-[4-(phenylmethoxy)phenyl]ethyl}-4-piperidinyl]-1H-benzimidazol-2-amine). The reagents and catalysts are [Pd] (palladium-on-charcoal). Solvent: CO (methanol). Yields the product O.FC1=CC=C(C=C1)CN1C(=NC2=C1C=CC=C2)NC2CCN(CC2)CCC2=CC=C(C=C2)O.FC2=CC=C(C=C2)CN2C(=NC1=C2C=CC=C1)NC1CCN(CC1)CCC1=CC=C(C=C1)O (4-[2-{4-[1-(4-fluorophenylmethyl)-1H-benzimidazol-2-ylamino]-1-piperidinyl}ethyl]phenol hemihydrate). The yield is 88.5%. As a reaction SMILES: [F:1][C:2]1[CH:7]=[CH:6][C:5]([CH2:8][N:9]2[C:13]3[CH:14]=[CH:15][CH:16]=[CH:17][C:12]=3[N:11]=[C:10]2[NH:18][CH:19]2[CH2:24][CH2:23][N:22]([CH2:25][CH2:26][C:27]3[CH:32]=[CH:31][C:30]([O:33]CC4C=CC=CC=4)=[CH:29][CH:28]=3)[CH2:21][CH2:20]2)=[CH:4][CH:3]=1.[H][H]>[Pd].CO>[OH2:33].[F:1][C:2]1[CH:7]=[CH:6][C:5]([CH2:8][N:9]2[C:13]3[CH:14]=[CH:15][CH:16]=[CH:17][C:12]=3[N:11]=[C:10]2[NH:18][CH:19]2[CH2:20][CH2:21][N:22]([CH2:25][CH2:26][C:27]3[CH:28]=[CH:29][C:30]([OH:33])=[CH:31][CH:32]=3)[CH2:23][CH2:24]2)=[CH:4][CH:3]=1.[F:1][C:2]1[CH:7]=[CH:6][C:5]([CH2:8][N:9]2[C:13]3[CH:14]=[CH:15][CH:16]=[CH:17][C:12]=3[N:11]=[C:10]2[NH:18][CH:19]2[CH2:20][CH2:21][N:22]([CH2:25][CH2:26][C:27]3[CH:28]=[CH:29][C:30]([OH:33])=[CH:31][CH:32]=3)[CH2:23][CH2:24]2)=[CH:4][CH:3]=1 |f:4.5.6|. Procedure details: A mixture of 7.5 parts of 1-(4-fluorophenylmethyl)-N-[1-{2-[4-(phenylmethoxy)phenyl]ethyl}-4-piperidinyl]-1H-benzimidazol-2-amine and 120 parts of methanol is hydrogenated at normal pressure and at room temperature with 2 parts of palladium-on-charcoal catalyst 10%. After the calculated amount of hydrogen is taken up, the catalyst is filtered off and the filtrate is evaporated. The residue is suspended in 2,2'-oxybispropane. The product is filtered off and dried, yielding 5.5 parts (88.5%) of 4-... Reactants: 500, C(O)CN (ethanolamine), C(C)OC(C(=O)OCC)=O (diethyloxalate). Run in C(Cl)Cl (methylene chloride). Conditions: temperature -70 celsius, time 16 hour. The product is OCCNC(C(=O)OCC)=O (ethyl 2-hydroxyethyloxamate). RXN SMILES: [CH2:1]([CH2:3][NH2:4])[OH:2].[CH2:5]([O:7][C:8](=[O:14])[C:9](OCC)=[O:10])[CH3:6]>C(Cl)Cl>[OH:2][CH2:1][CH2:3][NH:4][C:9](=[O:10])[C:8]([O:7][CH2:5][CH3:6])=[O:14]. Procedure details: To a mixture of 500 parts ethanolamine in methylene chloride (900 ml), cooled to -70° C., was added dropwise 2405 parts diethyloxalate. After stirring at room temperature for 16 hours, the mixture was filtered, concentrated and purified by chromatography to yield pure ethyl 2-hydroxyethyloxamate. A mixture of the oxamate (77 parts), sodium carbonate (50.2 parts) and an inhibitor in chloroform were cooled to 0° C. and acryloylchloride (43.3 parts) was added dropwise. After stirring at 0° C. for 2... Reactants: S(=O)(Cl)Cl (thionyl chloride), FC(C1=NNC=C1C(=O)OCC)(F)F (ethyl 3-(trifluoromethyl)-1H-pyrazole-4-carboxylate), OCC=1C=C2C[C@H](CC2=CC1)NC(OCC1=CC=CC=C1)=O ((S)-Benzyl 5-(hydroxymethyl)-2,3-dihydro-1H-inden-2-ylcarbamate), C([O-])([O-])=O.[K+].[K+] (potassium carbonate). Solvent: C(Cl)Cl (DCM), CN(C)C=O (DMF). Conditions: time 30 minute. Product: C(C1=CC=CC=C1)OC(=O)N[C@H]1CC2=CC=C(C=C2C1)CN1N=CC(=C1C(F)(F)F)C(=O)OCC ((S)-Ethyl 1-((2-(benzyloxycarbonylamino)-2,3-dihydro-1H-inden-5-yl)methyl)-5-(trifluoromethyl)-1H-pyrazole-4-carboxylate). Isolated yield 3.1%. RXN SMILES: O[CH2:2][C:3]1[CH:4]=[C:5]2[C:9](=[CH:10][CH:11]=1)[CH2:8][C@H:7]([NH:12][C:13](=[O:22])[O:14][CH2:15][C:16]1[CH:21]=[CH:20][CH:19]=[CH:18][CH:17]=1)[CH2:6]2.S(Cl)(Cl)=O.C(=O)([O-])[O-].[K+].[K+].[F:33][C:34]([F:46])([F:45])[C:35]1[C:39]([C:40]([O:42][CH2:43][CH3:44])=[O:41])=[CH:38][NH:37][N:36]=1>C(Cl)Cl.CN(C=O)C>[CH2:15]([O:14][C:13]([NH:12][C@@H:7]1[CH2:6][C:5]2[C:9](=[CH:10][CH:11]=[C:3]([CH2:2][N:36]3[C:35]([C:34]([F:46])([F:33])[F:45])=[C:39]([C:40]([O:42][CH2:43][CH3:44])=[O:41])[CH:38]=[N:37]3)[CH:4]=2)[CH2:8]1)=[O:22])[C:16]1[CH:21]=[CH:20][CH:19]=[CH:18][CH:17]=1 |f:2.3.4|. Procedure details: (S)-Benzyl 5-(hydroxymethyl)-2,3-dihydro-1H-inden-2-ylcarbamate (2.96 mmol, 880 mg) was dissolved in DCM (10 mL) and thionyl chloride (5.92 mmol, 0.432 ml, 704 mg) added. The mixture was stirred at room temperature for 30 min TLC before the solvent was removed under reduced pressure and residual thionylchloride azeotroped with DCM (×3). To the residue was added potassium carbonate (8.88 mmol, 1227 mg) followed by DMF (8 ml) then ethyl 3-(trifluoromethyl)-1H-pyrazole-4-carboxylate (2.96 mmol, 616... The reactants are C(C1=CC=CC=C1)OC(=O)NCC(=O)O (N-benzyloxycarbonylglycine), CN1CCOCC1 (N-methylmorpholine), ClC(=O)OCC(C)C (i-butyl chloroformate), FC(CN=C(NC1=NC(=NC=C1)CCCCCN)N)(F)F (4-[2-(2,2,2-trifluoroethyl)guanidino]-2-(5-aminopentyl)pyrimidine). The solvent is C1CCOC1 (THF), C1CCOC1 (THF), C1CCOC1 (THF). Yields the product FC(CN=C(NC1=NC(=NC=C1)CCCCCNC(CNC(=O)OCC1=CC=CC=C1)=O)N)(F)F (4-[2-(2,2,2-trifluoroethyl)guanidino]-2-[5-(2-benzyloxycarbonylaminoacetylamino)pentyl]pyrimidine). Isolated yield 34.2%. Reaction SMILES: [CH2:1]([O:8][C:9]([NH:11][CH2:12][C:13]([OH:15])=O)=[O:10])[C:2]1[CH:7]=[CH:6][CH:5]=[CH:4][CH:3]=1.CN1CCOCC1.ClC(OCC(C)C)=O.[F:31][C:32]([F:51])([F:50])[CH2:33][N:34]=[C:35]([NH2:49])[NH:36][C:37]1[CH:42]=[CH:41][N:40]=[C:39]([CH2:43][CH2:44][CH2:45][CH2:46][CH2:47][NH2:48])[N:38]=1>C1COCC1>[F:51][C:32]([F:31])([F:50])[CH2:33][N:34]=[C:35]([NH2:49])[NH:36][C:37]1[CH:42]=[CH:41][N:40]=[C:39]([CH2:43][CH2:44][CH2:45][CH2:46][CH2:47][NH:48][C:13](=[O:15])[CH2:12][NH:11][C:9]([O:8][CH2:1][C:2]2[CH:3]=[CH:4][CH:5]=[CH:6][CH:7]=2)=[O:10])[N:38]=1. Procedure details: To a solution of N-benzyloxycarbonylglycine (0.21 g.) in freshly distilled THF (5 ml.) was added N-methylmorpholine (0.1 g.). The resulting solution was stirred with cooling in an ice-salt bath, and a solution of i-butyl chloroformate (0.136 g.) in a small volume of THF was added in one portion. A precipitate formed immediately, and the mixture was stirred with cooling for 5 minutes. A solution of 4-[2-(2,2,2-trifluoroethyl)guanidino]-2-(5-aminopentyl)pyrimidine (0.35 g.) in THF (10 ml.) was gra... The reactants are ClC=1C=CC2=C(C=3SC(=CC3CCO2)C=2N(N=CN2)C2=C(C=C(C=C2)F)F)N1 (9-Chloro-2-[2-(2,4-difluoro-phenyl)-2H-[1,2,4]triazol-3-yl]-4,5-dihydro-6-oxa-1-thia-10-aza-benzo[e]azulene), CC1(OCC(O1)CN)C (C-(2,2-Dimethyl-[1,3]dioxolan-4-yl)-methyl-amine), CC(C)C1=CC(=C(C(=C1)C(C)C)C2=C(C=CC=C2)P(C3CCCCC3)C4CCCCC4)C(C)C (Xphos), C(C)(C)(C)O[Na] (t-BuONa). The reagents and catalysts are C=1C=CC(=CC1)/C=C/C(=O)/C=C/C2=CC=CC=C2.C=1C=CC(=CC1)/C=C/C(=O)/C=C/C2=CC=CC=C2.C=1C=CC(=CC1)/C=C/C(=O)/C=C/C2=CC=CC=C2.[Pd].[Pd] (Pd2(dba)3). Solvent: C(Cl)Cl (DCM), O1CCOCC1 (dioxane). Conditions: temperature 112 celsius. Product: FC1=C(C=CC(=C1)F)N1N=CN=C1C1=CC=2CCOC3=C(C2S1)N=C(C=C3)NCC3OC(OC3)(C)C ({2-[2-(2,4-Difluoro-phenyl)-2H-[1,2,4]triazol-3-yl]-4,5-dihydro-6-oxa-1-thia-10-aza-benzo[e]azulen-9-yl}-(2,2-dimethyl-[1,3]dioxolan-4-ylmethyl)-amine). The yield is 67.3%. Reaction SMILES: Cl[C:2]1[CH:3]=[CH:4][C:5]2[O:14][CH2:13][CH2:12][C:11]3[CH:10]=[C:9]([C:15]4[N:16]([C:20]5[CH:25]=[CH:24][C:23]([F:26])=[CH:22][C:21]=5[F:27])[N:17]=[CH:18][N:19]=4)[S:8][C:7]=3[C:6]=2[N:28]=1.[CH3:29][C:30]1([CH3:37])[O:34][CH:33]([CH2:35][NH2:36])[CH2:32][O:31]1.CC(C1C=C(C(C)C)C(C2C=CC=CC=2P(C2CCCCC2)C2CCCCC2)=C(C(C)C)C=1)C.C(O[Na])(C)(C)C>C1C=CC(/C=C/C(/C=C/C2C=CC=CC=2)=O)=CC=1.C1C=CC(/C=C/C(/C=C/C2C=CC=CC=2)=O)=CC=1.C1C=CC(/C=C/C(/C=C/C2C=CC=CC=2)=O)=CC=1.[Pd].[Pd].C(Cl)Cl.O1CCOCC1>[F:27][C:21]1[CH:22]=[C:23]([F:26])[CH:24]=[CH:25][C:20]=1[N:16]1[C:15]([C:9]2[S:8][C:7]3[C:6]4[N:28]=[C:2]([NH:36][CH2:35][CH:33]5[CH2:32][O:31][C:30]([CH3:37])([CH3:29])[O:34]5)[CH:3]=[CH:4][C:5]=4[O:14][CH2:13][CH2:12][C:11]=3[CH:10]=2)=[N:19][CH:18]=[N:17]1 |f:4.5.6.7.8|. Procedure: 9-Chloro-2-[2-(2,4-difluoro-phenyl)-2H-[1,2,4]triazol-3-yl]-4,5-dihydro-6-oxa-1-thia-10-aza-benzo[e]azulene (300 mg, 0.72 mmol), C-(2,2-Dimethyl-[1,3]dioxolan-4-yl)-methyl-amine (101 mg, 0.86 mmol), Pd2(dba)3 (66 mg, 0.072 mmol), Xphos (34 mg, 0.072 mmol), t-BuONa (138 mg, 1.44 mmol) and dioxane (2 mL) was added in a 10 mL of sealed tube. The reaction mixture was heated by microwave at 112° C. for 7 min under N2. The reaction mixture was filtered to gather the solution. Then water was added in t...